Task: describe an organic reaction: reactants, conditions, products, and yield. Dataset: the Open Reaction Database (ORD), a public repository of structured organic reaction records The reactants are C(C)(=O)C1=C(C(=C(OCCCSCC2SC(OC2)(CCC(=O)OCC)CCC(=O)OCC)C=C1)CCC)O (Diethyl 4-[[[3-(4-acetyl-3-hydroxy-2-propylphenoxy)propyl]thio]methyl]-1,3-oxathiolane-2,2-dipropanoate), [OH-].[Li+] (lithium hydroxide). Solvent: C(C)O (ethanol). Reaction conditions: time 3 hour. Product: C(C)(=O)C1=C(C(=C(OCCCSCC2SC(OC2)(CCC(=O)O)CCC(=O)O)C=C1)CCC)O (4-[[[3-(4-Acetyl-3-hydroxy-2-propylphenoxy)propyl]thio]methyl]-1,3-oxathiolane-2,2-dipropanoic acid). Yield: 94.5%. As a reaction SMILES: [C:1]([C:4]1[CH:34]=[CH:33][C:7]([O:8][CH2:9][CH2:10][CH2:11][S:12][CH2:13][CH:14]2[CH2:18][O:17][C:16]([CH2:26][CH2:27][C:28]([O:30]CC)=[O:29])([CH2:19][CH2:20][C:21]([O:23]CC)=[O:22])[S:15]2)=[C:6]([CH2:35][CH2:36][CH3:37])[C:5]=1[OH:38])(=[O:3])[CH3:2].[OH-].[Li+]>C(O)C>[C:1]([C:4]1[CH:34]=[CH:33][C:7]([O:8][CH2:9][CH2:10][CH2:11][S:12][CH2:13][CH:14]2[CH2:18][O:17][C:16]([CH2:19][CH2:20][C:21]([OH:23])=[O:22])([CH2:26][CH2:27][C:28]([OH:30])=[O:29])[S:15]2)=[C:6]([CH2:35][CH2:36][CH3:37])[C:5]=1[OH:38])(=[O:3])[CH3:2] |f:1.2|. Procedure details: The product of Example 2 (3 g, 0.0052 mol) was dissolved in ethanol (50 ml). Aqueous lithium hydroxide solution (2M, 9.2 ml) was added and the reaction solution was stirred at room temperature for 3 hrs. Ethanol was removed using the rotary evaporator and the aqueous residue was acidified to pH2 using aqueous 0.5N sodium bisulfate solution. The oil which separated was extracted with ethyl acetate and the organic layer dried over anhydrous magnesium sulfate. The drying agent was filtered and the ... Reactants: Cn1nnnc1C(=O)c1ccccc1, [Cl-], [NH3+]O, c1ccncc1. Yields the product Cn1nnnc1C(=NO)c1ccccc1. As a reaction SMILES: [CH3:1][n:2]1[n:3][n:4][n:5][c:6]1[C:7](=[O:8])[c:9]1[cH:10][cH:11][cH:12][cH:13][cH:14]1.[Cl-:15].[OH:16][NH3+:17].[cH:18]1[cH:19][cH:20][n:21][cH:22][cH:23]1>>[CH3:1][n:2]1[n:3][n:4][n:5][c:6]1[C:7]([c:9]1[cH:10][cH:11][cH:12][cH:13][cH:14]1)=[N:17][OH:16]. As a reaction SMILES: O[CH2:2][C:3]1[N:4]=[C:5]2[C:10]([N:11]3[CH2:16][CH2:15][O:14][CH2:13][CH2:12]3)=[CH:9][CH:8]=[N:7][N:6]2[C:17]=1[C:18]1[CH:19]=[CH:20][C:21]([N:24]2[CH2:29][CH2:28][N:27]([C:30]([O:32][C:33]([CH3:36])([CH3:35])[CH3:34])=[O:31])[CH2:26][CH2:25]2)=[N:22][CH:23]=1.[CH3:37]C(OI1(OC(C)=O)(OC(C)=O)OC(=O)C2C=CC=CC1=2)=O.C([O-])([O-])=O.[K+].[K+].[N+](=C(P(=O)(OC)OC)C(=O)C)=[N-]>C(Cl)Cl.CO>[C:2]([C:3]1[N:4]=[C:5]2[C:10]([N:11]3[CH2:16][CH2:15][O:14][CH2:13][CH2:12]3)=[CH:9][CH:8]=[N:7][N:6]2[C:17]=1[C:18]1[CH:19]=[CH:20][C:21]([N:24]2[CH2:29][CH2:28][N:27]([C:30]([O:32][C:33]([CH3:36])([CH3:35])[CH3:34])=[O:31])[CH2:26][CH2:25]2)=[N:22][CH:23]=1)#[CH:37] |f:2.3.4|. The product is C(#C)C=1N=C2N(N=CC=C2N2CCOCC2)C1C=1C=CC(=NC1)N1CCN(CC1)C(=O)OC(C)(C)C (tert-Butyl 4-(5-(2-ethynyl-8-morpholinoimidazo[1,2-b]pyridazin-3-yl)pyridin-2-yl)piperazine-1-carboxylate). Procedure details: Compound 21a (195 mg, 0.393 mmol) was placed in an 8 mL vial equipped with a stir bar and then DCM (2 mL) was added. The Dess-Martin periodinane (184 mg, 0.433 mmol) was added and then the reaction was stirred at rt for 20 min. The reaction was diluted with DCM (20 mL) and washed with saturated NaHCO3 solution (2×20 mL). The organic phase was dried over MgSO4 and filtered. The solvent was removed under reduced pressure. The residue was placed in a 20 mL vial equipped with a stir bar and then MeO... Reaction conditions: time 20 minute. Reactants: [N+](=[N-])=C(C(C)=O)P(OC)(OC)=O (dimethyl (1-diazo-2-oxopropyl)phosphonate), OCC=1N=C2N(N=CC=C2N2CCOCC2)C1C=1C=CC(=NC1)N1CCN(CC1)C(=O)OC(C)(C)C (tert-Butyl 4-(5-(2-(hydroxymethyl)-8-morpholinoimidazo[1,2-b]pyridazin-3-yl)pyridin-2-yl)piperazine-1-carboxylate), CC(=O)OI1(C=2C=CC=CC2C(=O)O1)(OC(=O)C)OC(=O)C (Dess-Martin periodinane), C(=O)([O-])[O-].[K+].[K+] (K2CO3), C(=O)([O-])[O-].[K+].[K+] (K2CO3), diazophosphonate. The solvent is CO (MeOH), C(Cl)Cl (DCM), C(Cl)Cl (DCM). Starting materials: NC=1SC(=NN1)N1CCCC1 (2-amino-5-pyrrolidino-1,3,4-thiadiazole), C(#CC(=O)OCC)C(=O)OCC (diethyl acetylenedicarboxylate). Solvent: C(C)O (ethanol). Reaction conditions: time 8 hour. The product is N1(CCCC1)C1=NN2C(=NC(C=C2C(=O)OCC)=O)S1 (ethyl 2-pyrrolidino-7H-1,3,4-thiadiazolo-[3,2-a]pyrimidin-7-one-5-carboxylate). As a reaction SMILES: [NH2:1][C:2]1[S:3][C:4]([N:7]2[CH2:11][CH2:10][CH2:9][CH2:8]2)=[N:5][N:6]=1.[C:12]([C:19](OCC)=[O:20])#[C:13][C:14]([O:16][CH2:17][CH3:18])=[O:15]>C(O)C>[N:7]1([C:4]2[S:3][C:2]3=[N:1][C:19](=[O:20])[CH:12]=[C:13]([C:14]([O:16][CH2:17][CH3:18])=[O:15])[N:6]3[N:5]=2)[CH2:11][CH2:10][CH2:9][CH2:8]1. Reported procedure: 8.5 g of 2-amino-5-pyrrolidino-1,3,4-thiadiazole were added to 300 ml of ethanol and mixed with 8.5 g of diethyl acetylenedicarboxylate. On heating for 10 to 20 minutes to about 50° to 60° C. a clear solution was obtained which after standing overnight at room temperature was evaporated in vacuo to dryness. The residue was triturated with a small amount of cold ethyl acetate, filtered off, washed with ether and then dried. 8.4 g (57.1% of the theoretical yield) of ethyl 2-pyrrolidino-7H-1,3,4-th... Starting materials: CC(C)C(=O)Cl, CC(=O)[O-], CC(C)(C)c1cc(C(NO)c2ccccc2)cc(C(C)(C)C)c1O, [Na+], C1COCCO1, O. Yields the product CC(C)C(=O)N(O)C(c1ccccc1)c1cc(C(C)(C)C)c(O)c(C(C)(C)C)c1. As a reaction SMILES: [C:30]([CH:31]([CH3:32])[CH3:33])(=[O:34])[Cl:35].[CH3:2][C:3](=[O:4])[O-:5].[CH3:6][C:7]([CH3:8])([CH3:9])[c:10]1[c:11]([OH:29])[c:12]([C:25]([CH3:26])([CH3:27])[CH3:28])[cH:13][c:14]([CH:16]([c:17]2[cH:18][cH:19][cH:20][cH:21][cH:22]2)[NH:23][OH:24])[cH:15]1.[Na+:1].[O:37]1[CH2:38][CH2:39][O:40][CH2:41][CH2:42]1.[OH2:36]>>[CH3:6][C:7]([CH3:8])([CH3:9])[c:10]1[c:11]([OH:29])[c:12]([C:25]([CH3:26])([CH3:27])[CH3:28])[cH:13][c:14]([CH:16]([c:17]2[cH:18][cH:19][cH:20][cH:21][cH:22]2)[N:23]([OH:24])[C:30]([CH:31]([CH3:32])[CH3:33])=[O:34])[cH:15]1. The reactants are [BH4-], CN(CC=CC#CC(C)(C)C)Cc1cccc(OCc2cccc(C=O)c2)c1, CCO, [Na+]. Yields the product CN(CC=CC#CC(C)(C)C)Cc1cccc(OCc2cccc(CO)c2)c1. As a reaction SMILES: [BH4-:29].[CH3:1][C:2]([C:3]#[C:4][CH:5]=[CH:6][CH2:7][N:8]([CH3:9])[CH2:10][c:11]1[cH:12][c:13]([O:17][CH2:18][c:19]2[cH:20][c:21]([CH:25]=[O:26])[cH:22][cH:23][cH:24]2)[cH:14][cH:15][cH:16]1)([CH3:27])[CH3:28].[CH3:31][CH2:32][OH:33].[Na+:30]>>[CH3:1][C:2]([C:3]#[C:4][CH:5]=[CH:6][CH2:7][N:8]([CH3:9])[CH2:10][c:11]1[cH:12][c:13]([O:17][CH2:18][c:19]2[cH:20][c:21]([CH2:25][OH:26])[cH:22][cH:23][cH:24]2)[cH:14][cH:15][cH:16]1)([CH3:27])[CH3:28]. The reactants are N1=C(C=CC2=CC=CC=C12)COC1=CC=C(C=C1)O (4-(2-quinolinylmethyloxy)phenol), O (water), BrCC1=CC2=C(N=C(O2)C(=O)OCC)C=C1 (ethyl 6-bromomethylbenzoxazole-2-carboxylate), C([O-])([O-])=O.[K+].[K+] (potassium carbonate). Run in CN(C=O)C (dimethylformamide). Conditions: temperature 70 celsius. Product: N1=C(C=CC2=CC=CC=C12)COC1=CC=C(OCC2=CC3=C(N=C(O3)C(=O)OCC)C=C2)C=C1 (ethyl 6-(4-(quinolin-2-ylmethyloxy)phenoxymethyl)-benzoxazole-2carboxylate). As a reaction SMILES: [N:1]1[C:10]2[C:5](=[CH:6][CH:7]=[CH:8][CH:9]=2)[CH:4]=[CH:3][C:2]=1[CH2:11][O:12][C:13]1[CH:18]=[CH:17][C:16]([OH:19])=[CH:15][CH:14]=1.Br[CH2:21][C:22]1[CH:35]=[CH:34][C:25]2[N:26]=[C:27]([C:29]([O:31][CH2:32][CH3:33])=[O:30])[O:28][C:24]=2[CH:23]=1.C(=O)([O-])[O-].[K+].[K+].O>CN(C)C=O>[N:1]1[C:10]2[C:5](=[CH:6][CH:7]=[CH:8][CH:9]=2)[CH:4]=[CH:3][C:2]=1[CH2:11][O:12][C:13]1[CH:14]=[CH:15][C:16]([O:19][CH2:21][C:22]2[CH:35]=[CH:34][C:25]3[N:26]=[C:27]([C:29]([O:31][CH2:32][CH3:33])=[O:30])[O:28][C:24]=3[CH:23]=2)=[CH:17][CH:18]=1 |f:2.3.4|. Reported procedure: 0.8 g of 4-(2-quinolinylmethyloxy)phenol, 0.89 g of ethyl 6-bromomethylbenzoxazole-2-carboxylate and 0.44 g of potassium carbonate are combined in 15 ml of dimethylformamide and heated at 70° C. for 18 hours. The mixture is poured into water and the aqueous mixture extracted with ethyl acetate. The organic solution is dried and evaporated and the resulting crude product is purified by column chromatography on silica gel to give ethyl 6-(4-(quinolin-2-ylmethyloxy)phenoxymethyl)-benzoxazole-2carbo... Starting materials: CC(C)(C)OC(=O)N1CCNCC1, COc1ccc(S(=O)(=O)N2C(=O)C(c3cc(CC=O)ccc3OC)(N3CC(O)CC3C(=O)N(C)C)c3cc(Cl)ccc32)c(OC(F)(F)F)c1. Yields the product COc1ccc(S(=O)(=O)N2C(=O)C(c3cc(CCN4CCN(C(=O)OC(C)(C)C)CC4)ccc3OC)(N3CC(O)CC3C(=O)N(C)C)c3cc(Cl)ccc32)c(OC(F)(F)F)c1. RXN SMILES: [C:50]([CH3:51])([CH3:52])([CH3:53])[O:54][C:55](=[O:56])[N:57]1[CH2:58][CH2:59][NH:60][CH2:61][CH2:62]1.[Cl:1][c:2]1[cH:3][c:4]2[c:8]([cH:9][cH:10]1)[N:7]([S:11](=[O:12])(=[O:13])[c:14]1[c:15]([O:22][C:23]([F:24])([F:25])[F:26])[cH:16][c:17]([O:20][CH3:21])[cH:18][cH:19]1)[C:6](=[O:27])[C:5]2([c:28]1[c:29]([O:37][CH3:38])[cH:30][cH:31][c:32]([CH2:34][CH:35]=[O:36])[cH:33]1)[N:39]1[CH:40]([C:41](=[O:42])[N:43]([CH3:44])[CH3:45])[CH2:46][CH:47]([OH:49])[CH2:48]1>>[Cl:1][c:2]1[cH:3][c:4]2[c:8]([cH:9][cH:10]1)[N:7]([S:11](=[O:12])(=[O:13])[c:14]1[c:15]([O:22][C:23]([F:24])([F:25])[F:26])[cH:16][c:17]([O:20][CH3:21])[cH:18][cH:19]1)[C:6](=[O:27])[C:5]2([c:28]1[c:29]([O:37][CH3:38])[cH:30][cH:31][c:32]([CH2:34][CH2:35][N:60]2[CH2:59][CH2:58][N:57]([C:55]([O:54][C:50]([CH3:51])([CH3:52])[CH3:53])=[O:56])[CH2:62][CH2:61]2)[cH:33]1)[N:39]1[CH:40]([C:41](=[O:42])[N:43]([CH3:44])[CH3:45])[CH2:46][CH:47]([OH:49])[CH2:48]1. Starting materials: C(C)(=O)OCC(=O)Cl (2-acetoxyacetyl chloride), C([O-])([O-])=O.[K+].[K+] (potassium carbonate), C(C)(C)NOCCOCC (N-isopropyl-O-(2-ethoxyethyl)-hydroxylamine). Run in C(C)#N (acetonitrile). Reaction conditions: temperature 30 celsius, time 2 hour. The product is C(C)OCCON(C(COC(C)=O)=O)C(C)C (acetoxy-acetic acid N-(2-ethoxyethoxy)-N-isopropyl-amide). The yield is 76.8%. RXN SMILES: [C:1]([O:4][CH2:5][C:6](Cl)=[O:7])(=[O:3])[CH3:2].C(=O)([O-])[O-].[K+].[K+].[CH:15]([NH:18][O:19][CH2:20][CH2:21][O:22][CH2:23][CH3:24])([CH3:17])[CH3:16]>C(#N)C>[CH2:23]([O:22][CH2:21][CH2:20][O:19][N:18]([CH:15]([CH3:17])[CH3:16])[C:6](=[O:7])[CH2:5][O:4][C:1](=[O:3])[CH3:2])[CH3:24] |f:1.2.3|. Procedure: 27.3 g (0.2 mole) of 2-acetoxyacetyl chloride were added to a mixture of 33.1 g (0.24 mole) of potassium carbonate, 200 ml of acetonitrile and 29.4 g (0.2 mole) of N-isopropyl-O-(2-ethoxyethyl)-hydroxylamine. During this addition, the temperature increased to about 30° C. The reaction mixture was subsequently stirred for a further 2 hours, without cooling, and was filtered and the solvent was distilled off in vacuo. 38 g (77% of theory) of acetoxy-acetic acid N-(2-ethoxyethoxy)-N-isopropyl-amide... Reactants: C(C)(C)N(CC)C(C)C (diisopropylethyl amine), C(C)(C)(C)OC(=O)N[C@@H]1[C@H](CC=C(C1)C(=O)O)C1=C(C=C(C(=C1)F)F)F ((4R,5S)-5-tert-Butoxycarbonylamino-4-(2,4,5-trifluoro-phenyl)-cyclohex-1-enecarboxylic acid), CCN=C=NCCCN(C)C (EDCI), C=1C=CC2=C(C1)N=NN2O (HOBT), Cl.FC(C=1N=C2N(CCNC2)C1)(F)F (2-trifluoromethyl-5,6,7,8-tetrahydro-imidazo[1,2-a]pyrazine HCl salt). The solvent is C1CCOC1.CN(C)C=O (THF DMF). Conditions: temperature 0 celsius. Product: C(C)(C)(C)OC(N[C@H]1CC(=CC[C@@H]1C1=C(C=C(C(=C1)F)F)F)C(=O)N1CC=2N(CC1)C=C(N2)C(F)(F)F)=O ((1S,6R)-[3-(2-Trifluoromethyl-5,6-dihydro-8H-imidazo[1,2-a]pyrazine-7-carbonyl)-6-(2,4,5-trifluoro-phenyl)-cyclohex-3-enyl]-carbamic acid tert-butyl ester). The yield is 106.5%. As a reaction SMILES: [C:1]([O:5][C:6]([NH:8][C@H:9]1[CH2:14][C:13]([C:15](O)=[O:16])=[CH:12][CH2:11][C@@H:10]1[C:18]1[CH:23]=[C:22]([F:24])[C:21]([F:25])=[CH:20][C:19]=1[F:26])=[O:7])([CH3:4])([CH3:3])[CH3:2].CCN=C=NCCCN(C)C.C1C=CC2N(O)N=NC=2C=1.C(N(C(C)C)CC)(C)C.Cl.[F:58][C:59]([F:70])([F:69])[C:60]1[N:61]=[C:62]2[CH2:67][NH:66][CH2:65][CH2:64][N:63]2[CH:68]=1>C1COCC1.CN(C=O)C>[C:1]([O:5][C:6](=[O:7])[NH:8][C@@H:9]1[C@@H:10]([C:18]2[CH:23]=[C:22]([F:24])[C:21]([F:25])=[CH:20][C:19]=2[F:26])[CH2:11][CH:12]=[C:13]([C:15]([N:66]2[CH2:65][CH2:64][N:63]3[CH:68]=[C:60]([C:59]([F:70])([F:58])[F:69])[N:61]=[C:62]3[CH2:67]2)=[O:16])[CH2:14]1)([CH3:3])([CH3:2])[CH3:4] |f:4.5,6.7|. Procedure: (4R,5S)-5-tert-Butoxycarbonylamino-4-(2,4,5-trifluoro-phenyl)-cyclohex-1-enecarboxylic acid (98.4 g) and EDCI (60.8 g 0.32 mol), HOBT (43 g, 0.32 mol) were mixed in THF/DMF (120 mL/120 mL). The mixture was cooled to 0° C. and diisopropylethyl amine (151.5 mL, 0.86 mol) was added slowly. The mixture was stirred for approximate twenty minutes, and then 2-trifluoromethyl-5,6,7,8-tetrahydro-imidazo[1,2-a]pyrazine HCl salt (83.9 g, 0.32 mol) was added. The mixture was stirred overnight, and concentra...